Dataset: the Open Reaction Database (ORD), a public repository of structured organic reaction records. Task: describe an organic reaction: reactants, conditions, products, and yield Reactants: COc1ccc(S(=O)(=O)Cl)cc1[N+](=O)[O-], CC(C)=O, [Na+], [Na+], [Na+], O=C([O-])O, O, O=S([O-])[O-]. Yields the product COc1ccc(S(=O)[O-])cc1[N+](=O)[O-], [Na+]. Reaction SMILES: [CH3:12][O:13][c:14]1[c:15]([N+:24](=[O:25])[O-:26])[cH:16][c:17]([S:20](=[O:21])(=[O:22])[Cl:23])[cH:18][cH:19]1.[CH3:28][C:29](=[O:30])[CH3:31].[Na+:11].[Na+:5].[Na+:6].[O-:7][C:8]([OH:9])=[O:10].[OH2:27].[S:1]([O-:2])([O-:3])=[O:4]>>[CH3:12][O:13][c:14]1[c:15]([N+:24](=[O:25])[O-:26])[cH:16][c:17]([S:20](=[O:21])[O-:22])[cH:18][cH:19]1.[Na+:5]. Reactants: C(C)(C)(C)C1=CC(=C(C=N1)C=1N([C@]([C@](N1)(C)C1=CC=C(C=C1)Cl)(C)C1=CC=C(C=C1)Cl)C(=O)N1CCC(CC1)CC(=O)O)OCC ({1-[(4S,5R)-2-(6-tert-butyl-4-ethoxy-pyridin-3-yl)-4,5-bis-(4-chloro-phenyl)-4,5-dimethyl-4,5-dihydro-imidazole-1-carbonyl]-piperidin-4-yl}-acetic acid), FC=1C=C(N)C=CC1 (3-fluoroaniline). The product is C(C)(C)(C)C1=CC(=C(C=N1)C=1N([C@]([C@](N1)(C)C1=CC=C(C=C1)Cl)(C)C1=CC=C(C=C1)Cl)C(=O)N1CCC(CC1)CC(=O)NC1=CC(=CC=C1)F)OCC (2-{1-[(4S,5R)-2-(6-tert-Butyl-4-ethoxy-pyridin-3-yl)-4,5-bis-(4-chloro-phenyl)-4,5-dimethyl-4,5-dihydro-imidazole-1-carbonyl]-piperidin-4-yl}-N-(3-fluoro-phenyl)-acetamide). As a reaction SMILES: [C:1]([C:5]1[N:10]=[CH:9][C:8]([C:11]2[N:12]([C:32]([N:34]3[CH2:39][CH2:38][CH:37]([CH2:40][C:41]([OH:43])=O)[CH2:36][CH2:35]3)=[O:33])[C@@:13]([C:25]3[CH:30]=[CH:29][C:28]([Cl:31])=[CH:27][CH:26]=3)([CH3:24])[C@@:14]([C:17]3[CH:22]=[CH:21][C:20]([Cl:23])=[CH:19][CH:18]=3)([CH3:16])[N:15]=2)=[C:7]([O:44][CH2:45][CH3:46])[CH:6]=1)([CH3:4])([CH3:3])[CH3:2].[F:47][C:48]1[CH:49]=[C:50]([CH:52]=[CH:53][CH:54]=1)[NH2:51]>>[C:1]([C:5]1[N:10]=[CH:9][C:8]([C:11]2[N:12]([C:32]([N:34]3[CH2:39][CH2:38][CH:37]([CH2:40][C:41]([NH:51][C:50]4[CH:52]=[CH:53][CH:54]=[C:48]([F:47])[CH:49]=4)=[O:43])[CH2:36][CH2:35]3)=[O:33])[C@@:13]([C:25]3[CH:30]=[CH:29][C:28]([Cl:31])=[CH:27][CH:26]=3)([CH3:24])[C@@:14]([C:17]3[CH:22]=[CH:21][C:20]([Cl:23])=[CH:19][CH:18]=3)([CH3:16])[N:15]=2)=[C:7]([O:44][CH2:45][CH3:46])[CH:6]=1)([CH3:2])([CH3:3])[CH3:4]. Procedure details: In a manner analogous to the method described in example 163, {1-[(4S,5R)-2-(6-tert-butyl-4-ethoxy-pyridin-3-yl)-4,5-bis-(4-chloro-phenyl)-4,5-dimethyl-4,5-dihydro-imidazole-1-carbonyl]-piperidin-4-yl}-acetic acid was reacted with 3-fluoroaniline (Aldrich) to give the title product. LC-MS (ES+) 758 [(M+H)+]. Starting materials: C(C)(C)O (isopropanol), mercaptan, crude product, COC(CCS)=O (methyl-3-mercaptopropionate), C(CCCCCCC)N (n-octylamine). Solvent: C(Cl)Cl (Methylene dichloride). Conditions: time 19.5 hour. Yields the product C(CCCCCCC)NC(CCS)=O (N-(n-octyl)-3-mercaptopropionamide). RXN SMILES: C(O)(C)C.C[O:6][C:7](=O)[CH2:8][CH2:9][SH:10].[CH2:12]([NH2:20])[CH2:13][CH2:14][CH2:15][CH2:16][CH2:17][CH2:18][CH3:19]>C(Cl)Cl>[CH2:12]([NH:20][C:7](=[O:6])[CH2:8][CH2:9][SH:10])[CH2:13][CH2:14][CH2:15][CH2:16][CH2:17][CH2:18][CH3:19]. Procedure: In a small multi-necked reaction vessel equipped with a magnetic stirrer and gas inlet was placed isopropanol (2 ml), methyl-3-mercaptopropionate (2.0 g, 16.64 mmol), and n-octylamine (2.19 g, 16.94 mmol). The reaction vessel was connected to a trap containing bleach to trap mercaptan vapors, and the reaction was stirred for 19.5 hours while the reaction temperature was held at 30°-35° C. Methylene dichloride was added and the crude product was transferred to a round bottom flask. Evaporation of... The reactants are crude product, BrC=1C(=NC=CC1)OC1=CC=C(C=C1)NC1=NC=CC=C1C (N-(4-(3-bromopyridin-2-yloxy)phenyl)-3-methylpyridin-2-amine), O1CCC(=CC1)B1OC(C(O1)(C)C)(C)C (2-(3,6-dihydro-2H-pyran-4-yl)-4,4,5,5-tetramethyl-1,3,2-dioxaborolane), trans-dichlorobis(triphenylphosphine) palladium (II), C([O-])([O-])=O.[Na+].[Na+] (sodium carbonate). Solvent: COCCOC (DME), O (water). Reaction conditions: temperature 80 celsius, time 8 hour. The product is O1CCC(=CC1)C=1C(=NC=CC1)OC1=CC=C(C=C1)NC1=NC=CC=C1C (N-(4-(3-(3,6-dihydro-2H-pyran-4-yl)pyridin-2-yloxy)phenyl)-3-methylpyridin-2-amine). As a reaction SMILES: Br[C:2]1[C:3]([O:8][C:9]2[CH:14]=[CH:13][C:12]([NH:15][C:16]3[C:21]([CH3:22])=[CH:20][CH:19]=[CH:18][N:17]=3)=[CH:11][CH:10]=2)=[N:4][CH:5]=[CH:6][CH:7]=1.[O:23]1[CH2:28][CH:27]=[C:26](B2OC(C)(C)C(C)(C)O2)[CH2:25][CH2:24]1.C(=O)([O-])[O-].[Na+].[Na+]>COCCOC.O>[O:23]1[CH2:24][CH:25]=[C:26]([C:2]2[C:3]([O:8][C:9]3[CH:14]=[CH:13][C:12]([NH:15][C:16]4[C:21]([CH3:22])=[CH:20][CH:19]=[CH:18][N:17]=4)=[CH:11][CH:10]=3)=[N:4][CH:5]=[CH:6][CH:7]=2)[CH2:27][CH2:28]1 |f:2.3.4|. Reported procedure: To a round-bottomed flask was added N-(4-(3-bromopyridin-2-yloxy)phenyl)-3-methylpyridin-2-amine (0.2898 g, 0.814 mmol), 2-(3,6-dihydro-2H-pyran-4-yl)-4,4,5,5-tetramethyl-1,3,2-dioxaborolane (0.214 g, 1.017 mmol), trans-dichlorobis(triphenylphosphine) palladium (II) (0.046 g, 0.065 mmol), and sodium carbonate (0.431 g, 4.07 mmol) in DME (1.302 mL) and water (0.325 mL) to stir at 80° C. overnight. The crude product was adsorbed onto a plug of silica gel and chromatographed to provide N-(4-(3-(3,6... Reactants: CC1(OB(OC1(C)C)C1=CC2=C(N=C(S2)NC(C)=O)C=C1)C (N-(6-(4,4,5,5-tetramethyl-1,3,2-dioxaborolan-2-yl)benzo[d]thiazol-2-yl)acetamide), ClC1=NC(=CC=C1)S(=O)(=O)C1=C(C=CC=C1)F (2-chloro-6-(2-fluorophenylsulfonyl)pyridine), C([O-])([O-])=O.[Na+].[Na+] (sodium carbonate), tetrakis(triphenyl phosphine)palladium(0), O1CCOCC1 (dioxane). Run in CS(=O)C (DMSO). Reaction conditions: temperature 95 celsius, time 8 hour. Yields the product FC1=C(C=CC=C1)S(=O)(=O)C1=CC=CC(=N1)C1=CC2=C(N=C(S2)NC(C)=O)C=C1 (N-(6-(6-(2-fluorophenylsulfonyl)pyridin-2-yl)benzo[d]thiazol-2-yl)acetamide). As a reaction SMILES: CC1(C)C(C)(C)OB([C:9]2[CH:21]=[CH:20][C:12]3[N:13]=[C:14]([NH:16][C:17](=[O:19])[CH3:18])[S:15][C:11]=3[CH:10]=2)O1.Cl[C:24]1[CH:29]=[CH:28][CH:27]=[C:26]([S:30]([C:33]2[CH:38]=[CH:37][CH:36]=[CH:35][C:34]=2[F:39])(=[O:32])=[O:31])[N:25]=1.C(=O)([O-])[O-].[Na+].[Na+].O1CCOCC1>CS(C)=O>[F:39][C:34]1[CH:35]=[CH:36][CH:37]=[CH:38][C:33]=1[S:30]([C:26]1[N:25]=[C:24]([C:9]2[CH:21]=[CH:20][C:12]3[N:13]=[C:14]([NH:16][C:17](=[O:19])[CH3:18])[S:15][C:11]=3[CH:10]=2)[CH:29]=[CH:28][CH:27]=1)(=[O:32])=[O:31] |f:2.3.4|. Procedure: A RBF was charged with N-(6-(4,4,5,5-tetramethyl-1,3,2-dioxaborolan-2-yl)benzo[d]thiazol-2-yl)acetamide (0.6 g, 2 mmol), 2-chloro-6-(2-fluorophenylsulfonyl)pyridine (0.400 g, 1 mmol), 2M sodium carbonate (1 mL, 2 mmol), tetrakis(triphenyl phosphine)palladium(0) (0.2 g, 0.2 mmol), and dioxane (8 mL). The flask was heated in a pre-heated (95° C.) heat bath while stirring under inert atmosphere overnight. The mixture was cooled, diluted with DMSO and filtered. The crude was purified by reverse-phas... Reactants: C(CCC)[Li] (n-Butyllithium), C(C)(C)[Si](C(C)C)(C(C)C)C#C (triisopropylsilyl acetylene), CON(C(CCC1=CC=CC=C1)=O)C (N-Methoxy-N-methyl-3-phenylpropanamide). The solvent is C1CCOC1 (THF), C1CCOC1 (THF). Conditions: temperature 0 celsius, time 1 hour. Product: C1(=CC=CC=C1)CCC(C#C[Si](C(C)C)(C(C)C)C(C)C)=O (5-Phenyl-1-(triisopropylsilyl)pent-1-yn-3-one), oil. Isolated yield 96.0%. RXN SMILES: C([Li])CCC.[CH:6]([Si:9]([C:16]#[CH:17])([CH:13]([CH3:15])[CH3:14])[CH:10]([CH3:12])[CH3:11])([CH3:8])[CH3:7].CON(C)[C:21](=[O:30])[CH2:22][CH2:23][C:24]1[CH:29]=[CH:28][CH:27]=[CH:26][CH:25]=1>C1COCC1>[C:24]1([CH2:23][CH2:22][C:21](=[O:30])[C:17]#[C:16][Si:9]([CH:10]([CH3:11])[CH3:12])([CH:6]([CH3:8])[CH3:7])[CH:13]([CH3:15])[CH3:14])[CH:29]=[CH:28][CH:27]=[CH:26][CH:25]=1. Procedure details: Following a procedure of Trost (Trost, B. M. et al., J. Am. Chem. Soc. 128, 6745-6754 (2006)); n-Butyllithium (2.5 M in hexanes, 10.4 ml, 26 mmol, 1.7 eq.) was added dropwise to a solution of triisopropylsilyl acetylene (5.8 ml, 26 mmol, 1.7 eq.) in THF (53 ml) at −78° C. After addition, the mixture was allowed to warm slowly to 0° C. and stirred for 1 h. The mixture was cooled to −78° C. and a solution of 83 (3.0 g, 15.3 mmol, 1 eq.) in THF (20 ml) was added dropwise. The mixture was then allow...